From a dataset of the Open Reaction Database (ORD), a public repository of structured organic reaction records. describe an organic reaction: reactants, conditions, products, and yield Reactants: OO, C1C(C1)(c1[nH]c2nc(ccc2n1)N1C[C@@H](CCC1)C(=O)N1CCCC1)n1cc(cn1)Cl. The reagents and catalysts are c1ccc(cc1)-c2c3ccccc3cc4ccccc24 (9-Phenylanthracene), c12ccc3n1[Pd]n1c(c(c4nc(C=C4)c3c3c(cccc3Cl)Cl)c3c(cccc3Cl)Cl)ccc1c(c1C=Cc(n1)c2c1c(cccc1Cl)Cl)c1c(cccc1Cl)Cl (Pd[TDClPP]). The solvent is CC#N  (MeCN), C(CCl)Cl (DCE). Reaction conditions: temperature 25 celsius, time 18 hour. Yields the product Oc1cc(nc2[nH]c(nc12)C3(CC3)n4cc(Cl)cn4)N5CCC[C@H](C5)C(=O)N6CCCC6. RXN SMILES: [Cl:1][c:2]1[cH:6][n:5]([C:7]2([c:10]3[nH:18][c:17]([c:12]4[n:11]3)[n:16][c:15]([N:19]5[CH2:24][C@H:23]([C:25]([N:27]6[CH2:31][CH2:30][CH2:29][CH2:28]6)=[O:26])[CH2:22][CH2:21][CH2:20]5)[cH:14][cH:13]4)[CH2:9][CH2:8]2)[n:4][cH:3]1.[OH:32]O>>[OH:32][c:13]1[c:12]([c:17]2[n:16][c:15]([N:19]3[CH2:24][C@H:23]([C:25]([N:27]4[CH2:31][CH2:30][CH2:29][CH2:28]4)=[O:26])[CH2:22][CH2:21][CH2:20]3)[cH:14]1)[n:11][c:10]([C:7]5([n:5]6[n:4][cH:3][c:2]([Cl:1])[cH:6]6)[CH2:9][CH2:8]5)[nH:18]2.